Dataset: the Open Reaction Database (ORD), a public repository of structured organic reaction records. Task: describe an organic reaction: reactants, conditions, products, and yield Reactants: O (water), C(C)(C)(C)OC(=O)NC1=C(C(=C(C(=C1)C)O)C)C (N-t-butoxycarbonyl-4-hydroxy-2,3,5-trimethylaniline), [H-].[Al+3].[Li+].[H-].[H-].[H-] (lithium aluminum hydride). Solvent: O1CCCC1 (tetrahydrofuran), O1CCCC1 (tetrahydrofuran), O1CCCC1 (tetrahydrofuran). Reaction conditions: time 3 hour. Yields the product CNC1=C(C(=C(C(=C1)C)O)C)C (N-Methyl-4-hydroxy-2,3,5-trimethylaniline). Isolated yield 51.7%. RXN SMILES: C(O[C:6]([NH:8][C:9]1[CH:14]=[C:13]([CH3:15])[C:12]([OH:16])=[C:11]([CH3:17])[C:10]=1[CH3:18])=O)(C)(C)C.[H-].[Al+3].[Li+].[H-].[H-].[H-].O>O1CCCC1>[CH3:6][NH:8][C:9]1[CH:14]=[C:13]([CH3:15])[C:12]([OH:16])=[C:11]([CH3:17])[C:10]=1[CH3:18] |f:1.2.3.4.5.6|. Procedure details: A solution of 15 g of N-t-butoxycarbonyl-4-hydroxy-2,3,5-trimethylaniline [prepared as described in step (d) above] in 200 ml of dehydrated tetrahydrofuran was added to a suspension of 6.8 g of lithium aluminum hydride in 300 ml of dehydrated tetrahydrofuran, whilst ice-cooling, and the resulting mixture was stirred at room temperature for 3 hours, after which it was heated under reflux for 2 hours. At the end of this time, a mixture of 10 ml of water and 30 ml of tetrahydrofuran was added to th...